Dataset: the Open Reaction Database (ORD), a public repository of structured organic reaction records. Task: describe an organic reaction: reactants, conditions, products, and yield The reactants are Cl.Cl.CN([C@@H]1CN(CC1)CC(C1=CC(=CC=C1)C(F)(F)F)C1(CCCCC1)O)C (1-{2-[(3S)-3-(dimethylamino)pyrrolidin-1-yl]-1-[3-(trifluoromethyl)phenyl]ethyl}cyclohexanol dihydrochloride), Cl.Cl.N[C@@H]1CN(CC1)CC(C1=CC(=CC=C1)C(F)(F)F)C1(CCCCC1)O (1-{2-[(3S)-3-aminopyrrolidin-1-yl]-1-[3-(trifluoromethyl)phenyl]ethyl}cyclohexanol Dihydrochloride). The product is Cl.Cl.CN([C@@H]1CN(CC1)C1C(CCCC1)(O)C(C)C1=CC(=CC=C1)C(F)(F)F)C (2-[(3S)-3-(dimethylamino)pyrrolidin-1-yl]-1-[3-(trifluoromethyl)phenyl]ethylcyclohexanol Dihydrochloride). As a reaction SMILES: [ClH:1].Cl.[CH3:3][N:4]([CH3:29])[C@H:5]1[CH2:9][CH2:8][N:7](CC(C2(O)CCCCC2)C2C=CC=C(C(F)(F)F)C=2)[CH2:6]1.Cl.Cl.N[C@H]1CCN([CH2:38][CH:39]([C:50]2([OH:56])[CH2:55][CH2:54][CH2:53][CH2:52][CH2:51]2)[C:40]2[CH:45]=[CH:44][CH:43]=[C:42]([C:46]([F:49])([F:48])[F:47])[CH:41]=2)C1>>[ClH:1].[ClH:1].[CH3:3][N:4]([CH3:29])[C@H:5]1[CH2:9][CH2:8][N:7]([CH:51]2[CH2:52][CH2:53][CH2:54][CH2:55][C:50]2([CH:39]([C:40]2[CH:45]=[CH:44][CH:43]=[C:42]([C:46]([F:47])([F:49])[F:48])[CH:41]=2)[CH3:38])[OH:56])[CH2:6]1 |f:0.1.2,3.4.5,6.7.8|. Procedure details: In an analogous manner to Example 36, 1-{2-[(3S)-3-(dimethylamino)pyrrolidin-1-yl]-1-[3-(trifluoromethyl)phenyl]ethyl}cyclohexanol dihydrochloride was prepared from, 1-{2-[(3S)-3-aminopyrrolidin-1-yl]-1-[3-(trifluoromethyl)phenyl]ethyl}cyclohexanol (See Example 221). MS (ES) m/z 385.1; HRMS: calcd for C21H31F3N2O+H, 385.24667; found (ESI, [M+H]+), 385.2454. As a reaction SMILES: [C:30](=[O:31])([O-:32])[O-:33].[CH3:37][OH:38].[Cl:1][c:2]1[cH:3][n:4][cH:5][c:6]([Cl:28])[c:7]1[NH:8][C:9]([c:10]1[cH:11][c:12]([O:18][C:19](=[O:20])[c:21]2[cH:22][cH:23][cH:24][cH:25][cH:26]2)[c:13]([O:16][CH3:17])[cH:14][cH:15]1)=[O:27].[ClH:36].[K+:34].[K+:35].[OH2:29]>>[Cl:1][c:2]1[cH:3][n:4][cH:5][c:6]([Cl:28])[c:7]1[NH:8][C:9]([c:10]1[cH:11][c:12]([OH:18])[c:13]([O:16][CH3:17])[cH:14][cH:15]1)=[O:27]. Product: COc1ccc(C(=O)Nc2c(Cl)cncc2Cl)cc1O. The reactants are O=C([O-])[O-], CO, COc1ccc(C(=O)Nc2c(Cl)cncc2Cl)cc1OC(=O)c1ccccc1, Cl, [K+], [K+], O. Reactants: OC1=C(C=C(C#N)C=C1)CCC (4-hydroxy-3-n-propylbenzonitrile), C([O-])([O-])=O.[K+].[K+] (potassium carbonate), BrC(C(=O)OC)C1=CC2=C(C=C1)OCO2 (Methyl α-bromo-3,4-methylenedioxyphenylacetate). Solvent: CC(=O)C (acetone). Reaction conditions: time 10 minute. The product is C(CC)C1=C(OC(C(=O)OC)C2=CC3=C(C=C2)OCO3)C=CC(=C1)C#N (methyl α-(2-n-propyl-4-cyanophenoxy)-3,4-methylenedioxyphenylacetate). As a reaction SMILES: [OH:1][C:2]1[CH:9]=[CH:8][C:5]([C:6]#[N:7])=[CH:4][C:3]=1[CH2:10][CH2:11][CH3:12].C(=O)([O-])[O-].[K+].[K+].Br[CH:20]([C:25]1[CH:30]=[CH:29][C:28]2[O:31][CH2:32][O:33][C:27]=2[CH:26]=1)[C:21]([O:23][CH3:24])=[O:22]>CC(C)=O>[CH2:10]([C:3]1[CH:4]=[C:5]([C:6]#[N:7])[CH:8]=[CH:9][C:2]=1[O:1][CH:20]([C:25]1[CH:30]=[CH:29][C:28]2[O:31][CH2:32][O:33][C:27]=2[CH:26]=1)[C:21]([O:23][CH3:24])=[O:22])[CH2:11][CH3:12] |f:1.2.3|. Procedure details: To a stirred solution of 4.50 g (27.95 mmol) of the product of Step B in 30 mL of acetone was added 4.64 g (33.54 mmol) of powdered potassium carbonate and the reaction mixture was stirred for 10 minutes. Methyl α-bromo-3,4-methylenedioxyphenylacetate (8.01 g; 29.35 mmol) was then added and the reaction mixture refluxed overnight. The reaction mixture was cooled, filtered, and the filtrate evaporated in vacuo, dried in a vacuum to afford 10.30 g (9.87 g theoretical) of the title compound which w... Starting materials: [I-].[K+] (Potassium iodide), C(C)(C)(C)OC(=O)N1CCN(CC1)C1=CC(=C(C=C1)Cl)NC(CCl)=O (4-[4-chloro-3-(2-chloro-acetylamino)-phenyl]-piperazine-1-carboxylic acid tert-butyl ester), FC=1C=C(N)C=CC1F (3,4-difluoroaniline), C(C)(C)N(C(C)C)CC (N,N-diisopropyl ethylamine). Run in CN(C=O)C (N,N-dimethylformamide), C(C)(=O)OCC.O (ethyl acetate water). Conditions: temperature 90 celsius. Yields the product C(C)(C)(C)OC(=O)N1CCN(CC1)C1=CC(=C(C=C1)Cl)NC(CNC1=CC(=C(C=C1)F)F)=O (4-{4-Chloro-3-[2-(3,4-difluoro-phenylamino)-acetylamino]-phenyl}-piperazine-1-carboxylic acid tert-butyl ester). Reaction SMILES: [I-].[K+].[F:3][C:4]1[CH:5]=[C:6]([CH:8]=[CH:9][C:10]=1[F:11])[NH2:7].C(N(CC)C(C)C)(C)C.[C:21]([O:25][C:26]([N:28]1[CH2:33][CH2:32][N:31]([C:34]2[CH:39]=[CH:38][C:37]([Cl:40])=[C:36]([NH:41][C:42](=[O:45])[CH2:43]Cl)[CH:35]=2)[CH2:30][CH2:29]1)=[O:27])([CH3:24])([CH3:23])[CH3:22]>CN(C)C=O.C(OCC)(=O)C.O>[C:21]([O:25][C:26]([N:28]1[CH2:29][CH2:30][N:31]([C:34]2[CH:39]=[CH:38][C:37]([Cl:40])=[C:36]([NH:41][C:42](=[O:45])[CH2:43][NH:7][C:6]3[CH:8]=[CH:9][C:10]([F:11])=[C:4]([F:3])[CH:5]=3)[CH:35]=2)[CH2:32][CH2:33]1)=[O:27])([CH3:24])([CH3:22])[CH3:23] |f:0.1,6.7|. Procedure details: Potassium iodide (10 mg), 3,4-difluoroaniline (0.4 ml), N,N-diisopropyl ethylamine (0.9 ml) and 4-[4-chloro-3-(2-chloro-acetylamino)-phenyl]-piperazine-1-carboxylic acid tert-butyl ester (500 mg) were combined in N,N-dimethylformamide (10 ml) and heated at 90° C. for 24 hr. After cooling to room temperature, the reaction was poured into ethyl acetate/water. The organic layer was separated, washed with water (×3) and brine, dried (MgSO4) and concentrated. Purification of the residue by silica gel... Reactants: FC(C1=CC(=CC=C1)C1=CC=NC=2N1C=NC2C(=O)N)(F)F (4-(α,α,α-trifluoro-m-tolyl)imidazo[1,5-a]pyrimidine-8-carboxamide), FC(C(=O)OC(C(F)(F)F)=O)(F)F (trifluoroacetic anhydride), N1=CC=CC=C1 (pyridine), O1CCOCC1 (dioxane). Solvent: O (Water). Yields the product FC(C1=CC(=CC=C1)C1=CC=NC=2N1C=NC2C#N)(F)F (4-(α,α,α-Trifluoro-m-tolyl)imidazo[1,5-a]pyrimidine-8-carbonitrile). As a reaction SMILES: [F:1][C:2]([F:22])([F:21])[C:3]1[CH:8]=[CH:7][CH:6]=[C:5]([C:9]2[N:14]3[CH:15]=[N:16][C:17]([C:18]([NH2:20])=O)=[C:13]3[N:12]=[CH:11][CH:10]=2)[CH:4]=1.N1C=CC=CC=1.O1CCOCC1.FC(F)(F)C(OC(=O)C(F)(F)F)=O>O>[F:21][C:2]([F:1])([F:22])[C:3]1[CH:8]=[CH:7][CH:6]=[C:5]([C:9]2[N:14]3[CH:15]=[N:16][C:17]([C:18]#[N:20])=[C:13]3[N:12]=[CH:11][CH:10]=2)[CH:4]=1. Reported procedure: A mixture of 2.0 g. of 4-(α,α,α-trifluoro-m-tolyl)imidazo[1,5-a]pyrimidine-8-carboxamide, 1.03 g. of anhydrous pyridine and 50 ml. of anhydrous dioxane is chilled in an ice bath. To this is added 1.51 g. of trifluoroacetic anhydride and the mixture is stirred at room temperature overnight. Water is added and the resulting solid is collected by filtration. This solid is dissolved in methylene chloride and passed through a column of hydrous magnesium silicate. The effluent is refluxed with the con... Starting materials: [O-]S(=O)S(=O)[O-].[Na+].[Na+] (Na2S2O4), BrC=1C(=C(C(=NC1)N)[N+](=O)[O-])N1CCN(CC1)CC=1N=CSC1 (5-bromo-3-nitro-4-(4-(thiazol-4-ylmethyl)piperazin-1-yl)pyridin-2-amine), CCO (EtOH), O1CCN(CC1)CC1=CC=C(C=O)C=C1 (4-(morpholinomethyl)-benzaldehyde). The reagents and catalysts are N (NH3). Run in C(Cl)Cl (DCM), CN(C)C=O (DMF). Reaction conditions: temperature 85 celsius. Yields the product BrC=1C(=C2C(=NC1)NC(=N2)C2=CC=C(CN1CCOCC1)C=C2)N2CCN(CC2)CC=2N=CSC2 (4-(4-(6-Bromo-7-(4-(thiazol-4-ylmethyl)piperazin-1-yl)-3H-imidazo[4,5-b]pyridin-2-yl)benzyl)morpholine). Yield: 19.7%. As a reaction SMILES: [Br:1][C:2]1[C:3]([N:12]2[CH2:17][CH2:16][N:15]([CH2:18][C:19]3[N:20]=[CH:21][S:22][CH:23]=3)[CH2:14][CH2:13]2)=[C:4]([N+:9]([O-])=O)[C:5]([NH2:8])=[N:6][CH:7]=1.CCO.[O:27]1[CH2:32][CH2:31][N:30]([CH2:33][C:34]2[CH:41]=[CH:40][C:37]([CH:38]=O)=[CH:36][CH:35]=2)[CH2:29][CH2:28]1.[O-]S(S([O-])=O)=O.[Na+].[Na+]>C(Cl)Cl.N.CN(C=O)C>[Br:1][C:2]1[C:3]([N:12]2[CH2:17][CH2:16][N:15]([CH2:18][C:19]3[N:20]=[CH:21][S:22][CH:23]=3)[CH2:14][CH2:13]2)=[C:4]2[N:9]=[C:38]([C:37]3[CH:36]=[CH:35][C:34]([CH2:33][N:30]4[CH2:31][CH2:32][O:27][CH2:28][CH2:29]4)=[CH:41][CH:40]=3)[NH:8][C:5]2=[N:6][CH:7]=1 |f:3.4.5|. Reported procedure: To a mixture of 5-bromo-3-nitro-4-(4-(thiazol-4-ylmethyl)piperazin-1-yl)pyridin-2-amine (0.045 g, 0.11 mmol), EtOH (2.6 mL) and DMF (0.35 mL), 4-(morpholinomethyl)-benzaldehyde (0.025 g, 0.12 mmol) was added followed by a freshly prepared aqueous solution of Na2S2O4 (1M; 0.33 mL, 0.33 mmol). The reaction mixture was heated at 85° C. for 24 h, then allowed to cool to room temperature and diluted with DCM and a few drops of aqueous NH3 until complete dissolution was observed. This solution was dep...